From a dataset of the Open Reaction Database (ORD), a public repository of structured organic reaction records. describe an organic reaction: reactants, conditions, products, and yield The reactants are CC1=C(C(=O)O)C(c2cccc(Cl)c2Cl)C(c2nnco2)=C(C)N1, O, OCCOCCO. The product is CC1=CC(c2cccc(Cl)c2Cl)C(c2nnco2)=C(C)N1. As a reaction SMILES: [CH3:1][C:2]1=[C:7]([C:8]([OH:9])=[O:10])[CH:6]([c:11]2[c:12]([Cl:18])[c:13]([Cl:17])[cH:14][cH:15][cH:16]2)[C:5]([c:19]2[o:20][cH:21][n:22][n:23]2)=[C:4]([CH3:24])[NH:3]1.[OH2:25].[OH:26][CH2:27][CH2:28][O:29][CH2:30][CH2:31][OH:32]>>[CH3:1][C:2]1=[CH:7][CH:6]([c:11]2[c:12]([Cl:18])[c:13]([Cl:17])[cH:14][cH:15][cH:16]2)[C:5]([c:19]2[o:20][cH:21][n:22][n:23]2)=[C:4]([CH3:24])[NH:3]1. Starting materials: CC(=O)OC(C)=O, C1CCOC1, O=CO, Nc1ccc(Cl)c(F)c1. Yields the product CNc1ccc(Cl)c(F)c1. Reaction SMILES: [C:4]([O:5][C:6](=[O:7])[CH3:8])(=[O:9])[CH3:10].[CH2:20]1[O:21][CH2:22][CH2:23][CH2:24]1.[CH:1]([OH:2])=[O:3].[Cl:11][c:12]1[c:13]([F:19])[cH:14][c:15]([NH2:16])[cH:17][cH:18]1>>[CH3:4][NH:16][c:15]1[cH:14][c:13]([F:19])[c:12]([Cl:11])[cH:18][cH:17]1. Starting materials: Fc1cc2ncccc2c(F)c1Br, C=C[Sn](CCCC)(CCCC)CCCC, C1COCCO1, c1ccc(P(c2ccccc2)(c2ccccc2)[Pd](P(c2ccccc2)(c2ccccc2)c2ccccc2)(P(c2ccccc2)(c2ccccc2)c2ccccc2)P(c2ccccc2)(c2ccccc2)c2ccccc2)cc1. The product is C=Cc1c(F)cc2ncccc2c1F. Reaction SMILES: [Br:1][c:2]1[c:3]([F:13])[c:4]2[cH:5][cH:6][cH:7][n:8][c:9]2[cH:10][c:11]1[F:12].[CH2:14]([CH2:15][CH2:27][CH3:28])[Sn:16]([CH2:17][CH2:18][CH2:19][CH3:20])([CH2:21][CH2:22][CH2:23][CH3:24])[CH:25]=[CH2:26].[O:106]1[CH2:107][CH2:108][O:109][CH2:110][CH2:111]1.[cH:29]1[cH:30][cH:31][c:32]([P:33]([Pd:34]([P:35]([c:36]2[cH:37][cH:38][cH:39][cH:40][cH:41]2)([c:42]2[cH:43][cH:44][cH:45][cH:46][cH:47]2)[c:48]2[cH:49][cH:50][cH:51][cH:52][cH:53]2)([P:54]([c:55]2[cH:56][cH:57][cH:58][cH:59][cH:60]2)([c:61]2[cH:62][cH:63][cH:64][cH:65][cH:66]2)[c:67]2[cH:68][cH:69][cH:70][cH:71][cH:72]2)[P:73]([c:74]2[cH:75][cH:76][cH:77][cH:78][cH:79]2)([c:80]2[cH:81][cH:82][cH:83][cH:84][cH:85]2)[c:86]2[cH:87][cH:88][cH:89][cH:90][cH:91]2)([c:92]2[cH:93][cH:94][cH:95][cH:96][cH:97]2)[c:98]2[cH:99][cH:100][cH:101][cH:102][cH:103]2)[cH:104][cH:105]1>>[c:2]1([CH:14]=[CH2:15])[c:3]([F:13])[c:4]2[cH:5][cH:6][cH:7][n:8][c:9]2[cH:10][c:11]1[F:12].